Dataset: the Open Reaction Database (ORD), a public repository of structured organic reaction records. Task: describe an organic reaction: reactants, conditions, products, and yield Reactants: COc1cc(C)nc(Cl)n1, C1CCOC1, c1cn[nH]c1. Product: COc1cc(C)nc(-n2cccn2)n1. As a reaction SMILES: [Cl:1][c:2]1[n:3][c:4]([CH3:10])[cH:5][c:6]([O:8][CH3:9])[n:7]1.[O:16]1[CH2:17][CH2:18][CH2:19][CH2:20]1.[nH:11]1[n:12][cH:13][cH:14][cH:15]1>>[c:2]1(-[n:11]2[n:12][cH:13][cH:14][cH:15]2)[n:3][c:4]([CH3:10])[cH:5][c:6]([O:8][CH3:9])[n:7]1. Reactants: COc2ccc1ccccc1c2 (substrate), c2ccc1cnccc1c2 (effective_coupling_partner). The reagents and catalysts are IPr. Conditions: temperature 90 celsius, time 16 hour. Product: c4ccc3cc(c1nccc2ccccc12)ccc3c4. The reactants are FC(CCC(=O)C(C(=O)OCC)CCCCCCCCCC1C(COC2=CC(=CC=C12)OCOC)(C)C1=CC=C(C=C1)OCOC)(C(F)(F)F)F (ethyl 2-(4,4,5,5,5-pentafluoro-1-oxopentyl)-11-[(3RS,4RS)-7-methoxymethoxy-3-(4-methoxymethoxyphenyl)-3-methylchroman-4-yl]undecanoate). The reagents and catalysts are Cl (hydrochloric acid). The solvent is C(C)O (ethyl alcohol), C(C)(=O)OCC (ethyl acetate). Reaction conditions: time 2.5 day. The product is FC(CCC(=O)C(C(=O)OCC)CCCCCCCCCC1C(COC2=CC(=CC=C12)O)(C)C1=CC=C(C=C1)O)(C(F)(F)F)F (ethyl 2-(4,4,5,5,5-pentafluoro-1-oxopentyl)-11-[(3RS,4RS)-7-hydroxy-3-(4-hydroxyphenyl)-3-methylchroman-4-yl]undecanoate). RXN SMILES: [F:1][C:2]([F:51])([C:47]([F:50])([F:49])[F:48])[CH2:3][CH2:4][C:5]([CH:7]([CH2:13][CH2:14][CH2:15][CH2:16][CH2:17][CH2:18][CH2:19][CH2:20][CH2:21][CH:22]1[C:31]2[C:26](=[CH:27][C:28]([O:32]COC)=[CH:29][CH:30]=2)[O:25][CH2:24][C:23]1([C:37]1[CH:42]=[CH:41][C:40]([O:43]COC)=[CH:39][CH:38]=1)[CH3:36])[C:8]([O:10][CH2:11][CH3:12])=[O:9])=[O:6]>C(O)C.Cl.C(OCC)(=O)C>[F:51][C:2]([F:1])([C:47]([F:48])([F:49])[F:50])[CH2:3][CH2:4][C:5]([CH:7]([CH2:13][CH2:14][CH2:15][CH2:16][CH2:17][CH2:18][CH2:19][CH2:20][CH2:21][CH:22]1[C:31]2[C:26](=[CH:27][C:28]([OH:32])=[CH:29][CH:30]=2)[O:25][CH2:24][C:23]1([C:37]1[CH:38]=[CH:39][C:40]([OH:43])=[CH:41][CH:42]=1)[CH3:36])[C:8]([O:10][CH2:11][CH3:12])=[O:9])=[O:6]. Reported procedure: To a stirred solution of ethyl 2-(4,4,5,5,5-pentafluoro-1-oxopentyl)-11-[(3RS,4RS)-7-methoxymethoxy-3-(4-methoxymethoxyphenyl)-3-methylchroman-4-yl]undecanoate (128 mg, 0.17 mmol) in ethyl alcohol (5 ml), was added concentrated aqueous hydrochloric acid (10 drops) at room temperature under N2 atmosphere. The mixture was stirred at room temperature continued for 2.5 days and diluted with ethyl acetate. The organic layer was washed with saturated aqueous sodium bicarbonate and brine, dried over an... The reactants are CNC1=CCN(NC)C=C1, CC(C)(C)C(=O)Cl, CCOC(C)=O, Clc1ccc(CNc2cncnc2)cc1, O=S(=O)(O)O, c1ccncc1. Yields the product CC(C)(C)C(=O)N(Cc1ccc(Cl)cc1)c1cncnc1. RXN SMILES: [CH3:16][NH:17][N:18]1[CH:19]=[CH:20][C:21]([NH:22][CH3:23])=[CH:24][CH2:25]1.[CH3:26][C:27]([C:28](=[O:29])[Cl:30])([CH3:31])[CH3:32].[CH3:44][CH2:45][O:46][C:47](=[O:48])[CH3:49].[Cl:1][c:2]1[cH:3][cH:4][c:5]([CH2:6][NH:7][c:8]2[cH:9][n:10][cH:11][n:12][cH:13]2)[cH:14][cH:15]1.[S:33](=[O:34])(=[O:35])([OH:36])[OH:37].[cH:38]1[cH:39][cH:40][n:41][cH:42][cH:43]1>>[Cl:1][c:2]1[cH:3][cH:4][c:5]([CH2:6][N:7]([c:8]2[cH:9][n:10][cH:11][n:12][cH:13]2)[C:28]([C:27]([CH3:26])([CH3:31])[CH3:32])=[O:29])[cH:14][cH:15]1.